This data is from the Open Reaction Database (ORD), a public repository of structured organic reaction records. The task is: describe an organic reaction: reactants, conditions, products, and yield Starting materials: [BH4-], CC(=O)O[BH-](OC(C)=O)OC(C)=O, O=C([O-])O, CN(C)C=O, CC(=O)O, [Cu+2], CS(=O)(=O)Nc1cc(C(O)CN=[N+]=[N-])ccc1Cl, [Na+], [Na+], [Na+], O=C1CCN(c2ccc(CC3SC(=O)NC3=O)cc2)CC1, O, O, O, O, O, O=S(=O)([O-])[O-]. Product: CS(=O)(=O)Nc1cc(C(O)CNC2CCN(c3ccc(CC4SC(=O)NC4=O)cc3)CC2)ccc1Cl. RXN SMILES: [BH4-:1].[C:21]([O:22][BH-:23]([O:24][C:25](=[O:26])[CH3:27])[O:28][C:29](=[O:30])[CH3:31])(=[O:32])[CH3:33].[C:56](=[O:57])([OH:58])[O-:59].[CH3:61][N:62]([CH3:63])[CH:64]=[O:65].[CH3:77][C:78](=[O:79])[OH:80].[Cu+2:76].[N:3](=[N+:4]=[N-:5])[CH2:6][CH:7]([OH:8])[c:9]1[cH:10][cH:11][c:12]([Cl:20])[c:13]([NH:15][S:16](=[O:17])(=[O:18])[CH3:19])[cH:14]1.[Na+:2].[Na+:34].[Na+:60].[O:35]=[C:36]1[CH2:37][CH2:38][N:39]([c:42]2[cH:43][cH:44][c:45]([CH2:46][CH:47]3[C:48](=[O:53])[NH:49][C:50](=[O:52])[S:51]3)[cH:54][cH:55]2)[CH2:40][CH2:41]1.[OH2:66].[OH2:67].[OH2:68].[OH2:69].[OH2:70].[S:71]([O-:72])([O-:73])(=[O:74])=[O:75]>>[NH:3]([CH2:6][CH:7]([OH:8])[c:9]1[cH:10][cH:11][c:12]([Cl:20])[c:13]([NH:15][S:16](=[O:17])(=[O:18])[CH3:19])[cH:14]1)[CH:36]1[CH2:37][CH2:38][N:39]([c:42]2[cH:43][cH:44][c:45]([CH2:46][CH:47]3[C:48](=[O:53])[NH:49][C:50](=[O:52])[S:51]3)[cH:54][cH:55]2)[CH2:40][CH2:41]1.